Dataset: the Open Reaction Database (ORD), a public repository of structured organic reaction records. Task: describe an organic reaction: reactants, conditions, products, and yield Reactants: F/C(/C=C/C(=C/C(=O)OCC)/C)=C(\C)/C=1C=C2C(=CC(OC2=CC1OC)(C)C)C(C)C (ethyl (2E,4E,6E)-6-fluoro-7-(4-isopropyl-7-methoxy-2,2-dimethyl-2H-chromen-6-yl)-3-methyl-octa-2,4,6-trienoate), F/C(/C=C/C(=C/C(=O)OCC)/C)=C(\C)/C=1C=C2C(=CC(OC2=CC1OC)(C)C)C(C)C (ethyl (2E,4E,6E)-6-fluoro-7-(4-isopropyl-7-methoxy-2,2-dimethyl-2H-chromen-6-yl)-3-methyl-octa-2,4,6-trienoate), [OH-].[Na+] (NaOH). Solvent: C(C)O (ethanol), C1CCOC1 (THF). Product: F/C(/C=C/C(=C/C(=O)O)/C)=C(\C)/C=1C=C2C(=CC(OC2=CC1OC)(C)C)C(C)C ((2E,4E,6E)-6-Fluoro-7-(4-isopropyl-7-methoxy-2,2-dimethyl-2H-chromen-6-yl)-3-methyl-octa-2,4,6-trienoic acid). RXN SMILES: [F:1]/[C:2](=[C:13](/[C:15]1[CH:16]=[C:17]2[C:22](=[CH:23][C:24]=1[O:25][CH3:26])[O:21][C:20]([CH3:28])([CH3:27])[CH:19]=[C:18]2[CH:29]([CH3:31])[CH3:30])\[CH3:14])/[CH:3]=[CH:4]/[C:5](/[CH3:12])=[CH:6]/[C:7]([O:9]CC)=[O:8].[OH-].[Na+]>C(O)C.C1COCC1>[F:1]/[C:2](=[C:13](/[C:15]1[CH:16]=[C:17]2[C:22](=[CH:23][C:24]=1[O:25][CH3:26])[O:21][C:20]([CH3:28])([CH3:27])[CH:19]=[C:18]2[CH:29]([CH3:31])[CH3:30])\[CH3:14])/[CH:3]=[CH:4]/[C:5](/[CH3:12])=[CH:6]/[C:7]([OH:9])=[O:8] |f:1.2|. Procedure details: Following General Procedure G, a solution of ethyl (2E,4E,6E)-6-fluoro-7-(4-isopropyl-7-methoxy-2,2-dimethyl-2H-chromen-6-yl)-3-methyl-octa-2,4,6-trienoate (Compound 108, 116 mg, 2.71 mmol) in ethanol and THF was hydrolyzed with NaOH to yield a yellow oil after purification by column chromatography (silica gel, 100% hexane to 5% to 50% ethyl acetate in hexanesethyl). The resulting oil was recrystallized from acetonitrile to produce the title compound as a yellow solid. Starting materials: CC(C)CC(N)CO, O=C(O)c1ccc(N2CCC3(CC2)OCCO3)cc1. Yields the product CC(C)CC(CO)NC(=O)c1ccc(N2CCC3(CC2)OCCO3)cc1. Reaction SMILES: [NH2:20][CH:21]([CH2:22][CH:23]([CH3:24])[CH3:25])[CH2:26][OH:27].[O:1]1[CH2:2][CH2:3][O:4][C:5]12[CH2:6][CH2:7][N:8]([c:11]1[cH:12][cH:13][c:14]([C:15](=[O:16])[OH:17])[cH:18][cH:19]1)[CH2:9][CH2:10]2>>[O:1]1[CH2:2][CH2:3][O:4][C:5]12[CH2:6][CH2:7][N:8]([c:11]1[cH:12][cH:13][c:14]([C:15](=[O:16])[NH:20][CH:21]([CH2:22][CH:23]([CH3:24])[CH3:25])[CH2:26][OH:27])[cH:18][cH:19]1)[CH2:9][CH2:10]2. RXN SMILES: [CH3:22][CH2:23][OH:24].[CH3:3][c:4]1[n:5][c:6]([C:9]2([C:19]#[N:20])[CH2:10][CH2:11][C:12]3([O:13][CH2:14][CH2:15][O:16]3)[CH2:17][CH2:18]2)[s:7][cH:8]1.[K+:2].[OH-:1].[OH2:21]>>[O:1]=[C:19]([C:9]1([c:6]2[n:5][c:4]([CH3:3])[cH:8][s:7]2)[CH2:10][CH2:11][C:12]2([O:13][CH2:14][CH2:15][O:16]2)[CH2:17][CH2:18]1)[NH2:20]. The reactants are CCO, Cc1csc(C2(C#N)CCC3(CC2)OCCO3)n1, [K+], [OH-], O. The product is Cc1csc(C2(C(N)=O)CCC3(CC2)OCCO3)n1. Starting materials: FC1=C(C=C(C=C1)OC)C1=C(C=C(C=C1)O)OCOC (2′-fluoro-5′-methoxy-2-(methoxymethoxy)biphenyl-4-ol), C1(CC1)C(CC(=O)OCC)C1=CC(=CC=C1)CO (ethyl 3-cyclopropyl-3-(3-(hydroxymethyl)phenyl)propanoate), C(CCC)P(CCCC)CCCC (tributylphosphine), N(=NC(=O)N1CCCCC1)C(=O)N1CCCCC1 (1,1′-(azodicarbonyl)dipiperidine). Run in C1(=CC=CC=C1)C (toluene), CCCCCC (hexane). Run at time 50 hour. The product is C1(CC1)C(CC(=O)OCC)C1=CC(=CC=C1)COC1=CC(=C(C=C1)C1=C(C=CC(=C1)OC)F)OCOC (ethyl 3-cyclopropyl-3-(3-(((2′-fluoro-5′-methoxy-2-(methoxymethoxy)biphenyl-4-yl)oxy)methyl)phenyl)propanoate). Yield: 78.0%. Reaction SMILES: [F:1][C:2]1[CH:7]=[CH:6][C:5]([O:8][CH3:9])=[CH:4][C:3]=1[C:10]1[CH:15]=[CH:14][C:13]([OH:16])=[CH:12][C:11]=1[O:17][CH2:18][O:19][CH3:20].[CH:21]1([CH:24]([C:31]2[CH:36]=[CH:35][CH:34]=[C:33]([CH2:37]O)[CH:32]=2)[CH2:25][C:26]([O:28][CH2:29][CH3:30])=[O:27])[CH2:23][CH2:22]1.C(P(CCCC)CCCC)CCC.N(C(N1CCCCC1)=O)=NC(N1CCCCC1)=O>C1(C)C=CC=CC=1.CCCCCC>[CH:21]1([CH:24]([C:31]2[CH:36]=[CH:35][CH:34]=[C:33]([CH2:37][O:16][C:13]3[CH:14]=[CH:15][C:10]([C:3]4[CH:4]=[C:5]([O:8][CH3:9])[CH:6]=[CH:7][C:2]=4[F:1])=[C:11]([O:17][CH2:18][O:19][CH3:20])[CH:12]=3)[CH:32]=2)[CH2:25][C:26]([O:28][CH2:29][CH3:30])=[O:27])[CH2:23][CH2:22]1. Procedure: To a solution of 2′-fluoro-5′-methoxy-2-(methoxymethoxy)biphenyl-4-ol (1.29 g), ethyl 3-cyclopropyl-3-(3-(hydroxymethyl)phenyl)propanoate (1.26 g) and tributylphosphine (2.3 mL) in toluene (30 mL) was added 1,1′-(azodicarbonyl)dipiperidine (2.32 g), and the mixture was stirred at room temperature for 50 hr. To the reaction mixture was added hexane, and the mixture was filtered through celite. The filtrate was concentrated under reduced pressure and the residue was purified by silica gel column c... Reactants: C=C(c1cccc(O[Si](C)(C)C(C)(C)C)c1)c1ccc(OC)c(C)c1, CCCC[N+](CCCC)(CCCC)CCCC, [F-], C1CCOC1. Yields the product C=C(c1cccc(O)c1)c1ccc(OC)c(C)c1. Reaction SMILES: [C:1]([Si:2]([CH3:3])([CH3:4])[O:8][c:9]1[cH:10][c:11]([C:15](=[CH2:16])[c:17]2[cH:18][c:19]([CH3:25])[c:20]([O:23][CH3:24])[cH:21][cH:22]2)[cH:12][cH:13][cH:14]1)([CH3:5])([CH3:6])[CH3:7].[CH3:27][CH2:28][CH2:29][CH2:30][N+:31]([CH2:32][CH2:33][CH2:34][CH3:35])([CH2:36][CH2:37][CH2:38][CH3:39])[CH2:40][CH2:41][CH2:42][CH3:43].[F-:26].[O:44]1[CH2:45][CH2:46][CH2:47][CH2:48]1>>[OH:8][c:9]1[cH:10][c:11]([C:15](=[CH2:16])[c:17]2[cH:18][c:19]([CH3:25])[c:20]([O:23][CH3:24])[cH:21][cH:22]2)[cH:12][cH:13][cH:14]1. The reactants are C1=C(C=CC2=CC(=CC=C12)S(=O)(=O)[O-])S(=O)(=O)[O-].[K+].[K+] (Dipotassium 2,6-naphthalenedisulfonate), aqueous solution, [OH-].[K+] (potassium hydroxide), hydrogenated triphenyl, O (water). Conditions: temperature 310 celsius. Product: OC1=CC2=CC=C(C=C2C=C1)O (2,6-dihydroxynaphthalene). Isolated yield 92.6%. Reaction SMILES: [CH:1]1[C:10]2[C:5](=[CH:6][C:7](S([O-])(=O)=O)=[CH:8][CH:9]=2)[CH:4]=[CH:3][C:2]=1S([O-])(=O)=O.[K+].[K+].[OH-:21].[K+].[OH2:23]>>[OH:21][C:2]1[CH:3]=[CH:4][C:5]2[C:10](=[CH:9][CH:8]=[C:7]([OH:23])[CH:6]=2)[CH:1]=1 |f:0.1.2,3.4|. Procedure details: Dipotassium 2,6-naphthalenedisulfonate (364 g) was added to 560 g of a 50% aqueous solution of potassium hydroxide, and the mixture was stirred. Then, 2500 g of a hydrogenated triphenyl mixture was mixed, and the resulting mixture was heated to 310° C. in a nitrogen stream and dehydrated with stirring. The mixture was then stirred at 310° C. for 3 hours. After cooling, 2 liters of water was added to the reaction mixture to separate the hydrogenated triphenyl layer. The aqueous layer was decolori... Starting materials: C(#N)N=C(OC)C=1OC=CC1 (Methyl N-cyano-2-furancarboximidate), C1(=CC=CC=C1)CCN (2-phenylethylamine). The solvent is CO (methanol). Conditions: time 1 hour. Yields the product C(#N)NC(=NCCC1=CC=CC=C1)C=1OC=CC1 (N-cyano-N'-(2-phenylethyl)-2-furancarboximidamide). The yield is 96.5%. RXN SMILES: [C:1]([N:3]=[C:4]([C:7]1[O:8][CH:9]=[CH:10][CH:11]=1)OC)#[N:2].[C:12]1([CH2:18][CH2:19][NH2:20])[CH:17]=[CH:16][CH:15]=[CH:14][CH:13]=1>CO>[C:1]([NH:3][C:4]([C:7]1[O:8][CH:9]=[CH:10][CH:11]=1)=[N:20][CH2:19][CH2:18][C:12]1[CH:17]=[CH:16][CH:15]=[CH:14][CH:13]=1)#[N:2]. Reported procedure: Methyl N-cyano-2-furancarboximidate (0.30 g, 2.0 mmol) was dissolved in methanol (2 ml), and 2-phenylethylamine (0.27 g, 2.2 mmol) was added. The mixture was stirred at room temperature for 1 hour. After the reaction was completed, the reaction solution was concentrated under reduced pressure, and the residue thus obtained was crystallized from diethyl ether-hexane to give the title compound (0.46 g, 1.93 mmol, yield: 97%) as colorless crystals.